From a dataset of the Open Reaction Database (ORD), a public repository of structured organic reaction records. describe an organic reaction: reactants, conditions, products, and yield Starting materials: CC(=O)C (acetone), COC([C@@H](NC)CC1=CC=CC=C1)=O (N-methylphenylalanine methyl ester), [I-].CSC1=[S+]C=CS1 (2-methylthio-1,3-dithiolium iodide). The solvent is O (water). Yields the product [I-].S1C(SC=C1)=[N+](C(CC1=CC=CC=C1)C(=O)OC)C (N-(1,3-dithiol-2-ylidene)-N-methyl-N-(2-phenyl-1-methoxycarbonylethyl)ammonium iodide). Yield: 55.7%. As a reaction SMILES: CC(C)=O.[CH3:5][O:6][C:7](=[O:18])[C@H:8]([CH2:11][C:12]1[CH:17]=[CH:16][CH:15]=[CH:14][CH:13]=1)[NH:9][CH3:10].[I-:19].CS[C:22]1[S:26][CH:25]=[CH:24][S+:23]=1>O>[I-:19].[S:23]1[CH:24]=[CH:25][S:26][C:22]1=[N+:9]([CH3:10])[CH:8]([C:7]([O:6][CH3:5])=[O:18])[CH2:11][C:12]1[CH:17]=[CH:16][CH:15]=[CH:14][CH:13]=1 |f:2.3,5.6|. Reported procedure: To 100 ml of acetone, 2.2 g of N-methylphenylalanine methyl ester was dissolved, and 2.0 g of 2-methylthio-1,3-dithiolium iodide was gradually added thereto under stirring at room temperature. The mixture was stirred at room temperature for 1 hour, and then concentrated under reduced pressure. The residue was dissolved in water. The aqueous layer was washed with ethyl acetate, and then water was distilled off under reduced pressure, whereby 1.7 g (yield: 52%) of N-(1,3-dithiol-2-ylidene)-N-methy... Starting materials: carbowax, C(C=C)O (allyl alcohol), COC(CBr)OC (bromo-acetaldehyde dimethyl acetal). Product: COC(COCC=C)OC (2-Allyloxyacetaldehyde Dimethyl Acetal). As a reaction SMILES: [CH2:1]([OH:4])[CH:2]=[CH2:3].[CH3:5][O:6][CH:7]([O:10][CH3:11])[CH2:8]Br>>[CH3:5][O:6][CH:7]([O:10][CH3:11])[CH2:8][O:4][CH2:1][CH:2]=[CH2:3]. Reported procedure: Perkin Elmer 8310 GC (8% carbowax+2% KOH on chromasorb 80-100 mesh, 80°-200° C. in 20 min. Product retention 5.775 minutes, allyl alcohol 3.61 min, bromo-acetaldehyde dimethyl acetal 5.44 min. FID detection. Reactants: O=C([O-])O, CN(C)C=O, C[S-], CC(C)(CCl)C(=O)O, [Na+], [Na+]. Product: CSCC(C)(C)C(=O)O. Reaction SMILES: [C:17](=[O:18])([OH:19])[O-:20].[CH3:12][N:13]([CH3:14])[CH:15]=[O:16].[CH3:1][S-:2].[Cl:4][CH2:5][C:6]([C:7](=[O:8])[OH:9])([CH3:10])[CH3:11].[Na+:21].[Na+:3]>>[CH3:1][S:2][CH2:5][C:6]([C:7](=[O:8])[OH:9])([CH3:10])[CH3:11]. Reactants: C(C)(C)(C)N(C(=O)C1=NC(=C2N1CCC1=CC(=C(C=C21)OCCN)OC)C=2SC=CC2)C (9-(2-Amino-ethoxy)-8-methoxy-1-thiophen-2-yl-5,6-dihydro-imidazo[5,1-a]isoquinoline-3-carboxylic acid tert-butyl-methyl-amide), ClC(=O)OC (methyl chloroformate). The product is COC(NCCOC1=C(C=C2CCN3C(C2=C1)=C(N=C3C(N(C)C(C)(C)C)=O)C=3SC=CC3)OC)=O ({2-[3-(tert-Butyl-methyl-carbamoyl)-8-methoxy-1-thiophen-2-yl-5,6-dihydro-imidazo[5,1-a]isoquinolin-9-yloxy]-ethyl}-carbamic acid methyl ester). RXN SMILES: [C:1]([N:5]([CH3:32])[C:6]([C:8]1[N:12]2[CH2:13][CH2:14][C:15]3[C:20]([C:11]2=[C:10]([C:27]2[S:28][CH:29]=[CH:30][CH:31]=2)[N:9]=1)=[CH:19][C:18]([O:21][CH2:22][CH2:23][NH2:24])=[C:17]([O:25][CH3:26])[CH:16]=3)=[O:7])([CH3:4])([CH3:3])[CH3:2].Cl[C:34]([O:36][CH3:37])=[O:35]>>[CH3:37][O:36][C:34](=[O:35])[NH:24][CH2:23][CH2:22][O:21][C:18]1[CH:19]=[C:20]2[C:15]([CH2:14][CH2:13][N:12]3[C:8]([C:6](=[O:7])[N:5]([C:1]([CH3:3])([CH3:4])[CH3:2])[CH3:32])=[N:9][C:10]([C:27]4[S:28][CH:29]=[CH:30][CH:31]=4)=[C:11]32)=[CH:16][C:17]=1[O:25][CH3:26]. Procedure: Coupling of the product of example 31 (50 mg) with methyl chloroformate (11 μl) was performed according to the method described in example 32. Solvent: O (water). The product is C(CCCCCCCCCCC)(=O)[O-].C(CCCCCCCCC)[N+](C)(C)CCCCCCCCCC (Didecyldimethylammonium laurate). RXN SMILES: [C:1]([O-:14])(=[O:13])[CH2:2][CH2:3][CH2:4][CH2:5][CH2:6][CH2:7][CH2:8][CH2:9][CH2:10][CH2:11][CH3:12].[Na+].[Cl-].[CH2:17]([N+:27]([CH2:30][CH2:31][CH2:32][CH2:33][CH2:34][CH2:35][CH2:36][CH2:37][CH2:38][CH3:39])([CH3:29])[CH3:28])[CH2:18][CH2:19][CH2:20][CH2:21][CH2:22][CH2:23][CH2:24][CH2:25][CH3:26]>O>[C:1]([O-:14])(=[O:13])[CH2:2][CH2:3][CH2:4][CH2:5][CH2:6][CH2:7][CH2:8][CH2:9][CH2:10][CH2:11][CH3:12].[CH2:30]([N+:27]([CH2:17][CH2:18][CH2:19][CH2:20][CH2:21][CH2:22][CH2:23][CH2:24][CH2:25][CH3:26])([CH3:29])[CH3:28])[CH2:31][CH2:32][CH2:33][CH2:34][CH2:35][CH2:36][CH2:37][CH2:38][CH3:39] |f:0.1,2.3,5.6|. Conditions: temperature 60 celsius, time 1 hour. Reported procedure: 0.4 mole of sodium laurate and 0.4 mole of 80% didecyldimethylammonium chloride in water were mixed in a flask. The mixture was heated to 60° C. and held for 1 hour. Reactants: C(CCCCCCCCCCC)(=O)[O-].[Na+] (sodium laurate), [Cl-].C(CCCCCCCCC)[N+](C)(C)CCCCCCCCCC (didecyldimethylammonium chloride). Reactants: CC(=O)O, CN1CCC(=O)CC1, CO, Cc1ccc(CN)cc1. Yields the product Cc1ccc(CNC2CCN(C)CC2)cc1. Reaction SMILES: [CH3:18][C:19](=[O:20])[OH:21].[CH3:1][N:2]1[CH2:3][CH2:4][C:5](=[O:8])[CH2:6][CH2:7]1.[CH3:22][OH:23].[CH3:9][c:10]1[cH:11][cH:12][c:13]([CH2:14][NH2:15])[cH:16][cH:17]1>>[CH3:1][N:2]1[CH2:3][CH2:4][CH:5]([NH:15][CH2:14][c:13]2[cH:12][cH:11][c:10]([CH3:9])[cH:17][cH:16]2)[CH2:6][CH2:7]1. Reactants: IC1=CC=C(C(C(=O)O)=C1)N (5-iodoanthranilic acid), C(=O)OC (methyl formate), CO.N (ammonia methanol). Conditions: time 4 hour. Yields the product IC=1C=C2C(NC=NC2=CC1)=O (6-iodoquinazolin-4-one). Yield: 77.0%. RXN SMILES: [I:1][C:2]1[CH:10]=[C:6](C(O)=O)[C:5]([NH2:11])=[CH:4][CH:3]=1.[CH:12](OC)=O.[CH3:16][OH:17].[NH3:18]>>[I:1][C:2]1[CH:10]=[C:6]2[C:5](=[CH:4][CH:3]=1)[N:11]=[CH:12][NH:18][C:16]2=[O:17] |f:2.3|. Reported procedure: In a 2-mL volume stainless steel pressure-resistant vessel were placed 500 mg (1.9 mmol) of 5-iodoanthranilic acid, 342 mg (5.7 mmol) of methyl formate, and 1.2 mL (8.4 mmol) of 15 wt. % ammonia methanol solution. The reaction was carried out at 150° C. for 4 hours. After the reaction was complete, the reaction mixture was cooled to room temperature and analyzed (according to absolute quantitative analysis) by high performance liquid chromatography. There was produced 401 mg (reaction yield: 77%... Starting materials: FC=1C=C(C=CC1C1=CC=CC=C1)C(C(=O)OCCC1(CCC2=C(O1)C(=C(C(=C2C)OCC2=CC=CC=C2)C)C)C)C (2-(6-benzyloxy-2,5,7,8-tetramethyl-3,4-dihydro-2H-benzo[1,2-b]pyran-2yl)ethyl 2-(3-fluoro4-phenyl-phenyl)propionate), CCCCCC (Hexane). The reagents and catalysts are [Pd] (palladium on charcoal). The solvent is C(C)(=O)OCC (ethyl acetate). Conditions: time 18 hour. Yields the product FC=1C=C(C=CC1C1=CC=CC=C1)C(C(=O)OCCC1(CCC2=C(O1)C(=C(C(=C2C)O)C)C)C)C (2-(6-hydroxy-2,5,7,8-tetramethyl-3,4-dihydro-2H-benzo[1,2-b]pyran-2yl)ethyl 2-(3-fluoro4-phenyl-phenyl)propionate). The yield is 36.0%. Reaction SMILES: [F:1][C:2]1[CH:3]=[C:4]([CH:14]([CH3:42])[C:15]([O:17][CH2:18][CH2:19][C:20]2([CH3:41])[O:25][C:24]3[C:26]([CH3:40])=[C:27]([CH3:39])[C:28]([O:31]CC4C=CC=CC=4)=[C:29]([CH3:30])[C:23]=3[CH2:22][CH2:21]2)=[O:16])[CH:5]=[CH:6][C:7]=1[C:8]1[CH:13]=[CH:12][CH:11]=[CH:10][CH:9]=1.CCCCCC>C(OCC)(=O)C.[Pd]>[F:1][C:2]1[CH:3]=[C:4]([CH:14]([CH3:42])[C:15]([O:17][CH2:18][CH2:19][C:20]2([CH3:41])[O:25][C:24]3[C:26]([CH3:40])=[C:27]([CH3:39])[C:28]([OH:31])=[C:29]([CH3:30])[C:23]=3[CH2:22][CH2:21]2)=[O:16])[CH:5]=[CH:6][C:7]=1[C:8]1[CH:13]=[CH:12][CH:11]=[CH:10][CH:9]=1. Procedure details: A solution of 2-(6-benzyloxy-2,5,7,8-tetramethyl-3,4-dihydro-2H-benzo[1,2-b]pyran-2yl)ethyl 2-(3-fluoro4-phenyl-phenyl)propionate in ethyl acetate was treated with 10% palladium on charcoal (Aldrich, 0.5 g). The resulting mixture was hydrogenated on a Parr Apparatus [initial pressure 60 pounds/inch2 (psi)]. After 18 hours, the reaction mixture was filtered, and the resulting solution concentrated in vacuo. The residue was subjected to flash chromatography (silica gel, 2:8, v:v, ethyl acetate:hex... The reactants are C(\C=C\C(=O)O)(=O)O (Fumaric acid), O[C@@H]1[C@H](CCC1)NC=1C=2N=CN([C@H]3[C@H](O)[C@H](O)[C@@H](CO)O3)C2N=CN1 (N-[(1S,trans)-2-hydroxycyclopentyl]adenosine). The solvent is C(C)(C)O (isopropanol). The product is C(\C=C\C(=O)O)(=O)O.O[C@@H]1[C@H](CCC1)NC=1C=2N=CN([C@H]3[C@H](O)[C@H](O)[C@@H](CO)O3)C2N=CN1 (N-[(1S,trans)-2-Hydroxycyclopentyl]adenosine fumaric acid salt). Yield: 134.5%. Reaction SMILES: [C:1]([OH:8])(=[O:7])/[CH:2]=[CH:3]/[C:4]([OH:6])=[O:5].[OH:9][C@H:10]1[CH2:14][CH2:13][CH2:12][C@@H:11]1[NH:15][C:16]1[C:17]2[N:18]=[CH:19][N:20]([C:30]=2[N:31]=[CH:32][N:33]=1)[C@@H:21]1[O:29][C@H:26]([CH2:27][OH:28])[C@@H:24]([OH:25])[C@H:22]1[OH:23]>C(O)(C)C>[C:1]([OH:8])(=[O:7])/[CH:2]=[CH:3]/[C:4]([OH:6])=[O:5].[OH:9][C@H:10]1[CH2:14][CH2:13][CH2:12][C@@H:11]1[NH:15][C:16]1[C:17]2[N:18]=[CH:19][N:20]([C:30]=2[N:31]=[CH:32][N:33]=1)[C@@H:21]1[O:29][C@H:26]([CH2:27][OH:28])[C@@H:24]([OH:25])[C@H:22]1[OH:23] |f:3.4|. Procedure: Fumaric acid (1.2 g) was added to a refluxing solution of N-[(1S,trans)-2-hydroxycyclopentyl]adenosine (7.03 g) in isopropanol (105 ml). The resulting hot solution was filtered, and the filtrate was cooled and allowed to crystallise. After 2 h at 20° the crystalline product was isolated by filtration, washed with isopropanol (10 ml) and dried in vacuo at 50° for 20 h to give the title compound (6.5 g), m.p. 179°-180°. The chromatographic behaviour of this salt resembled that of an authentic samp...